This data is from the Open Reaction Database (ORD), a public repository of structured organic reaction records. The task is: describe an organic reaction: reactants, conditions, products, and yield The reactants are OOS(=O)[O-].[K+] (Oxone), O (water), CSC1=CC=C(C=C1)O (4-(methylmercapto)phenol). Solvent: CO (methanol). Run at time 48 hour. The product is CS(=O)(=O)C1=CC=C(C=C1)O (4-(Methanesulfonyl)phenol). The yield is 92.0%. RXN SMILES: [OH:1]OS([O-])=O.[K+].[CH3:7][S:8][C:9]1[CH:14]=[CH:13][C:12]([OH:15])=[CH:11][CH:10]=1.[OH2:16]>CO>[CH3:7][S:8]([C:9]1[CH:14]=[CH:13][C:12]([OH:15])=[CH:11][CH:10]=1)(=[O:1])=[O:16] |f:0.1|. Procedure details: Oxone (65.8 g, 0.108 mol) in water (290 ml) was added to a cooled (ice-bath) solution of 4-(methylmercapto)phenol (5 g, 36 mmol) in methanol (290 ml). The resulting solution was stirred at ambient temperature for 48 h. and then concentrated in vacuo. The residue was diluted with water (100 ml) and extracted with dichloromethane (10×100 ml). The combined organic layers were dried over sodium sulphate and removal of the solvent in vacuo gave the title compound as a clear oil (5.66 g, 92%). 1H NMR ...